This data is from the Open Reaction Database (ORD), a public repository of structured organic reaction records. The task is: describe an organic reaction: reactants, conditions, products, and yield The reactants are C=CCc1cc(Oc2ccc(F)cc2)ccc1O, CCO, Cl, [K+], [OH-]. Yields the product CC=Cc1cc(Oc2ccc(F)cc2)ccc1O. Reaction SMILES: [CH2:1]([CH:2]=[CH2:3])[c:4]1[c:5]([OH:18])[cH:6][cH:7][c:8]([O:10][c:11]2[cH:12][cH:13][c:14]([F:17])[cH:15][cH:16]2)[cH:9]1.[CH3:22][CH2:23][OH:24].[ClH:19].[K+:21].[OH-:20]>>[CH:1](=[CH:2][CH3:3])[c:4]1[c:5]([OH:18])[cH:6][cH:7][c:8]([O:10][c:11]2[cH:12][cH:13][c:14]([F:17])[cH:15][cH:16]2)[cH:9]1. Starting materials: ClC=1C=C(C=NC1Cl)C1=NC(=NO1)C1=C(C=C(C=C1)CCC(=O)OC(C)(C)C)C (tert-Butyl 3-(4-(5-(5,6-dichloropyridin-3-yl)-1,2,4-oxadiazol-3-yl)-3-methylphenyl)propanoate), CC(C)N (2-propylamine). Solvent: C1CCOC1 (THF). The product is ClC=1C=C(C=NC1NC(C)C)C1=NC(=NO1)C1=C(C=C(C=C1)CCC(=O)OC(C)(C)C)C (tert-Butyl 3-(4-(5-(5-chloro-6-isopropylaminopyridin-3-yl)-1,2,4-oxadiazol-3-yl)-3-methylphenyl)propanoate). Isolated yield 87.5%. RXN SMILES: [Cl:1][C:2]1[CH:3]=[C:4]([C:9]2[O:13][N:12]=[C:11]([C:14]3[CH:19]=[CH:18][C:17]([CH2:20][CH2:21][C:22]([O:24][C:25]([CH3:28])([CH3:27])[CH3:26])=[O:23])=[CH:16][C:15]=3[CH3:29])[N:10]=2)[CH:5]=[N:6][C:7]=1Cl.[CH3:30][CH:31]([NH2:33])[CH3:32]>C1COCC1>[Cl:1][C:2]1[CH:3]=[C:4]([C:9]2[O:13][N:12]=[C:11]([C:14]3[CH:19]=[CH:18][C:17]([CH2:20][CH2:21][C:22]([O:24][C:25]([CH3:26])([CH3:27])[CH3:28])=[O:23])=[CH:16][C:15]=3[CH3:29])[N:10]=2)[CH:5]=[N:6][C:7]=1[NH:33][CH:31]([CH3:32])[CH3:30]. Procedure details: A solution of 31 mg (0.07 mmol) of tert-butyl 3-(4-(5-(5,6-dichloropyridin-3-yl)-1,2,4-oxadiazol-3-yl)-3-methylphenyl)propanoate (from EXAMPLE 15, Step A) and 120 μL (1.4 mmol) of 2-propylamine in 5.0 mL of THF was heated to 100° C. in a sealed tube overnight. The mixture was cooled to rt and concentrated. Chromatography on a Biotage 40S cartridge using 1:9 v/v Et2O/hexanes as the eluant gave 28 mg of the title compound: 1H NMR (500 MHz, CDCl3) δ 1.32 (d, J=6.4, 6H), 1.43 (s, 9H), 2.57 (t, J=7.7... The reactants are C(CN)N (ethylene diamine), ClCCC[Si](OC)(OC)OC (3-chloropropyltrimethoxysilane), C(CN)N.ClCCC[Si](OC)(OC)OC (ethylene diamine 3-chloropropyltrimethoxysilane). Reaction conditions: time 1 hour. The product is NCCNCCC[Si](OC)(OC)OC (3-[N-(2-aminoethyl)]aminopropyltrimethoxysilane). The yield is 70.2%. RXN SMILES: [CH2:1]([NH2:4])[CH2:2][NH2:3].Cl[CH2:6][CH2:7][CH2:8][Si:9]([O:14][CH3:15])([O:12][CH3:13])[O:10][CH3:11].C(N)CN.ClCCC[Si](OC)(OC)OC>>[NH2:3][CH2:2][CH2:1][NH:4][CH2:6][CH2:7][CH2:8][Si:9]([O:14][CH3:15])([O:12][CH3:13])[O:10][CH3:11] |f:2.3|. Procedure details: A 200-ml, four necked glass flask equipped with a stirrer, reflux condenser, and thermometer was charged with 72.0 g (1.2 mol) of ethylene diamine and heated at 112° to 117° C. From a dropping funnel, 59.6 g (0.3 mol) of 3-chloropropyltrimethoxysilane was added dropwise to the flask over 2 hours (the molar ratio of ethylene diamine/3-chloropropyltrimethoxysilane=4.0). After one hour ripening, the reaction solution was transferred to a separatory funnel and cooled for allowing the solution to sep... Reactants: COC1=CC=C2C(=NC(=NC2=C1)O)C (7-methoxy-4-methylquinazolin-2-ol), O=P(Cl)(Cl)Cl (POCl3). The solvent is O (water). Reaction conditions: temperature 100 celsius. The product is ClC1=NC2=CC(=CC=C2C(=N1)C)OC (2-chloro-7-methoxy-4-methylquinazoline). Isolated yield 60.0%. As a reaction SMILES: [CH3:1][O:2][C:3]1[CH:12]=[C:11]2[C:6]([C:7]([CH3:14])=[N:8][C:9](O)=[N:10]2)=[CH:5][CH:4]=1.O=P(Cl)(Cl)[Cl:17]>O>[Cl:17][C:9]1[N:8]=[C:7]([CH3:14])[C:6]2[C:11](=[CH:12][C:3]([O:2][CH3:1])=[CH:4][CH:5]=2)[N:10]=1. Procedure: To 7-methoxy-4-methylquinazolin-2-ol was added POCl3 and the mixture was added heated to 100° C. for 16 h when the reaction went to completion. To the reaction mixture was added ice and water and the precipitated solid was filtered and dried on the high vacuum overnight to give 2-chloro-7-methoxy-4-methylquinazoline in 60% yield. ES/MS m/z 209 (MH+). Reactants: N[C@@H](CC(C)C)C(=O)O (Leu), N([C@@H]([C@@H](C)CC)C(=O)O)C(=O)OCC1C2=CC=CC=C2C2=CC=CC=C12 (Fmoc-Ile), O-(benzotriazol-1-yl),1,1,3,3,-tetramethyluronium hexafluorophosphate, C(C)(C)N(CC)C(C)C (diisopropylethylamine). Solvent: CN(C=O)C (dimethylformamide). Product: N([C@@H]([C@@H](C)CC)C(=O)N[C@@H](CC(C)C)C(=O)O)C(=O)OCC1C2=CC=CC=C2C2=CC=CC=C12 (Fmoc-Ile-Leu). RXN SMILES: [NH2:1][C@H:2]([C:7]([OH:9])=[O:8])[CH2:3][CH:4]([CH3:6])[CH3:5].[NH:10]([C:19]([O:21][CH2:22][CH:23]1[C:35]2[C:30](=[CH:31][CH:32]=[CH:33][CH:34]=2)[C:29]2[C:24]1=[CH:25][CH:26]=[CH:27][CH:28]=2)=[O:20])[C@H:11]([C:16](O)=[O:17])[C@H:12]([CH2:14][CH3:15])[CH3:13].C(N(C(C)C)CC)(C)C>CN(C)C=O>[NH:10]([C:19]([O:21][CH2:22][CH:23]1[C:35]2[C:30](=[CH:31][CH:32]=[CH:33][CH:34]=2)[C:29]2[C:24]1=[CH:25][CH:26]=[CH:27][CH:28]=2)=[O:20])[C@H:11]([C:16]([NH:1][C@H:2]([C:7]([OH:9])=[O:8])[CH2:3][CH:4]([CH3:6])[CH3:5])=[O:17])[C@H:12]([CH2:14][CH3:15])[CH3:13]. Procedure details: Acylation of the Leu resin with Fmoc-Ile (1.42 g, 4 mmole) activated with O-(benzotriazol-1-yl),1,1,3,3,-tetramethyluronium hexafluorophosphate (HBTU) (1.52 g, 4 mmole) and diisopropylethylamine (1.4 ml, 8 mmole) in dimethylformamide (8 ml) for 30 minutes. After the reaction, the resin was washed five times (as above) with dimethylformamide to remove the excess reagents and dried. Only half of the Fmoc-Ile-Leu resin thus obtained was used in the next step. The reactants are BrC=1C=NC=C(C1)C=1N=NNN1 (3-bromo-5-(2H-tetrazol-5-yl)pyridine), CC1(OB(OC1(C)C)C1=CC2=C(S1)C=CC(=C2)N)C (2-(4,4,5,5-tetramethyl-1,3,2-dioxaborolan-2-yl)benzo[b]thiophen-5-amine), C1(=CC=CC=C1)P(C1=CC=CC=C1)C1=CC=CC=C1 (triphenylphosphine), C([O-])([O-])=O.[Na+].[Na+] (sodium carbonate). The reagents and catalysts are C(C)(=O)[O-].C(C)(=O)[O-].[Pd+2] (palladium diacetate). The solvent is O1CCOCC1 (dioxane). Run at temperature 100 celsius. Yields the product N=1NN=NC1C=1C=C(C=NC1)C1=CC2=C(S1)C=CC(=C2)N (2-(5-(2H-tetrazol-5-yl)pyridin-3-yl)benzo[b]thiophen-5-amine), BrC=1C=NC=C(C1)C=1N=NNN1 (3-bromo-5-(2H-tetrazol-5-yl)pyridine). Reaction SMILES: [Br:1][C:2]1[CH:3]=[N:4][CH:5]=[C:6]([C:8]2[N:9]=[N:10][NH:11][N:12]=2)[CH:7]=1.CC1(C)C(C)(C)OB([C:21]2[S:25][C:24]3[CH:26]=[CH:27][C:28]([NH2:30])=[CH:29][C:23]=3[CH:22]=2)O1.C1(P(C2C=CC=CC=2)C2C=CC=CC=2)C=CC=CC=1.C(=O)([O-])[O-].[Na+].[Na+]>O1CCOCC1.C([O-])(=O)C.C([O-])(=O)C.[Pd+2]>[N:12]1[NH:11][N:10]=[N:9][C:8]=1[C:6]1[CH:7]=[C:2]([C:21]2[S:25][C:24]3[CH:26]=[CH:27][C:28]([NH2:30])=[CH:29][C:23]=3[CH:22]=2)[CH:3]=[N:4][CH:5]=1.[Br:1][C:2]1[CH:3]=[N:4][CH:5]=[C:6]([C:8]2[N:9]=[N:10][NH:11][N:12]=2)[CH:7]=1 |f:3.4.5,7.8.9|. Procedure: The reaction mixture of 3-bromo-5-(2H-tetrazol-5-yl)pyridine (226 mg, 1.0 mmol, 1 eq), 2-(4,4,5,5-tetramethyl-1,3,2-dioxaborolan-2-yl)benzo[b]thiophen-5-amine (316 mg, 1.15 eq), triphenylphosphine (53 mg, 0.2 eq), and palladium diacetate (22 mg, 0.1 eq) in dioxane (3 mL) and aqueous sodium carbonate (2 M, 2 mL, 4 eq) under nitrogen atmosphere was vigorously stirred and heated at 100° C. for three hours. It was then cooled to room temperature, filtered through a Buchner funnel, and rinsed with sm... The reactants are I(=O)(=O)(=O)[O-].[Na+] (sodium periodate), C1(=CC=CC=C1)C=C1CSCC(C1=O)=CC1=CC=CC=C1 (tetrahydro-3,5-bis-(phenylmethylene)-4H-thiopyran-4-one). The solvent is O (water), CO (methanol). Conditions: time 3 day. Yields the product C1(=CC=CC=C1)C=C1CS(CC(C1=O)=CC1=CC=CC=C1)=O (Tetrahydro-3,5-bis(phenylmethylene)-4H-thiopyran-4-one-1-oxide). Isolated yield 86.7%. Reaction SMILES: I([O-])(=O)(=O)=[O:2].[Na+].[C:7]1([CH:13]=[C:14]2[C:19](=[O:20])[C:18](=[CH:21][C:22]3[CH:27]=[CH:26][CH:25]=[CH:24][CH:23]=3)[CH2:17][S:16][CH2:15]2)[CH:12]=[CH:11][CH:10]=[CH:9][CH:8]=1>O.CO>[C:22]1([CH:21]=[C:18]2[C:19](=[O:20])[C:14](=[CH:13][C:7]3[CH:8]=[CH:9][CH:10]=[CH:11][CH:12]=3)[CH2:15][S:16](=[O:2])[CH2:17]2)[CH:23]=[CH:24][CH:25]=[CH:26][CH:27]=1 |f:0.1|. Reported procedure: A solution of 10.4g of sodium periodate in 50ml of water is added to a suspension of 7.0g of tetrahydro-3,5-bis-(phenylmethylene)-4H-thiopyran-4-one in 300ml of methanol. The mixture is stirred at room temperature for 3 days (a water bath is used for the first hour to moderate a slightly exothermic reaction). Solvent is removed in vacuo and the residue is stirred with chloroform and filtered. The filtrate is concentrated in vacuo and the residue is crystallized from 150ml of methanol, giving 6.4... Reactants: N (ammonia), [N+](=O)(O)[O-] (nitric acid), N1=CC=C(C2=CC=CC=C12)C(=O)C1=CC(=C(C=C1)O)OC (4-hydroxy-3-methoxyphenyl 4-quinolyl ketone), ice water. Run at time 3 hour. Yields the product N1=CC=C(C2=CC=CC=C12)C(=O)C1=CC(=C(C(=C1)[N+](=O)[O-])O)OC (4-hydroxy-3-methoxy-5-nitrophenyl 4-quinolyl ketone). As a reaction SMILES: [N+:1]([O-:4])(O)=[O:2].[N:5]1[C:14]2[C:9](=[CH:10][CH:11]=[CH:12][CH:13]=2)[C:8]([C:15]([C:17]2[CH:22]=[CH:21][C:20]([OH:23])=[C:19]([O:24][CH3:25])[CH:18]=2)=[O:16])=[CH:7][CH:6]=1.N>>[N:5]1[C:14]2[C:9](=[CH:10][CH:11]=[CH:12][CH:13]=2)[C:8]([C:15]([C:17]2[CH:22]=[C:21]([N+:1]([O-:4])=[O:2])[C:20]([OH:23])=[C:19]([O:24][CH3:25])[CH:18]=2)=[O:16])=[CH:7][CH:6]=1. Reported procedure: 0.37 ml of 65 percent nitric acid is added dropwise at room temperature to 1.3 g of 4-hydroxy-3-methoxyphenyl 4-quinolyl ketone. After stirring for 3 hours the reaction mixture is poured into ice-water, adjusted to pH 6 with conc. ammonia and the precipitate formed is filtered. The thus-obtained residue is heated under reflux in 20 ml of acetonitrile, whereupon the crystals are filtered at 0°. There is obtained 4-hydroxy-3-methoxy-5-nitrophenyl 4-quinolyl ketone of m.p. 246°-248°.